Dataset: the Open Reaction Database (ORD), a public repository of structured organic reaction records. Task: describe an organic reaction: reactants, conditions, products, and yield Reactants: COC(CON1C(C2=CC=CC=C2C1=O)=O)=O ((1,3-dioxo-1,3-dihydro-isoindol-2-yloxy)-acetic acid methyl ester), C(CC)N (n-propylamine), amine. Product: NOCC(=O)NCCC (2-aminooxy-N-propyl-acetamide). Reaction SMILES: C[O:2][C:3](=O)[CH2:4][O:5][N:6]1C(=O)C2C(=CC=CC=2)C1=O.[CH2:18]([NH2:21])[CH2:19][CH3:20]>>[NH2:6][O:5][CH2:4][C:3]([NH:21][CH2:18][CH2:19][CH3:20])=[O:2]. Procedure details: Using (1,3-dioxo-1,3-dihydro-isoindol-2-yloxy)-acetic acid methyl ester obtained in Step A of Example 19 and n-propylamine as an amine, synthesis was performed according to the procedure described in Step A of Example 20 to give 2-aminooxy-N-propyl-acetamide. Reactants: CCOCCOCCO, COc1cccc(N2CCN(CCCCc3c[nH]c4ccc(C#N)cc34)CC2)c1, [Na+], [OH-], O. Yields the product COc1cccc(N2CCN(CCCCc3c[nH]c4ccc(C(N)=O)cc34)CC2)c1. As a reaction SMILES: [CH2:32]([O:34][CH2:33][CH2:35][O:36][CH2:37][CH2:38][OH:39])[CH3:40].[CH3:1][O:2][c:3]1[cH:4][c:5]([N:9]2[CH2:10][CH2:11][N:12]([CH2:15][CH2:16][CH2:17][CH2:18][c:19]3[cH:20][nH:21][c:22]4[cH:23][cH:24][c:25]([C:28]#[N:29])[cH:26][c:27]34)[CH2:13][CH2:14]2)[cH:6][cH:7][cH:8]1.[Na+:31].[OH-:30].[OH2:41]>>[CH3:1][O:2][c:3]1[cH:4][c:5]([N:9]2[CH2:10][CH2:11][N:12]([CH2:15][CH2:16][CH2:17][CH2:18][c:19]3[cH:20][nH:21][c:22]4[cH:23][cH:24][c:25]([C:28]([NH2:29])=[O:34])[cH:26][c:27]34)[CH2:13][CH2:14]2)[cH:6][cH:7][cH:8]1. Starting materials: CCOC(=O)c1cc2c(nc1C(F)(F)F)CN(C(=O)CC(Cc1cc(F)ccc1F)NC(=O)OC(C)(C)C)CC2, CO, [Li+], C1CCOC1, [OH-], O, O. Product: CC(C)(C)OC(=O)NC(CC(=O)N1CCc2cc(C(=O)O)c(C(F)(F)F)nc2C1)Cc1cc(F)ccc1F. RXN SMILES: [C:1]([CH3:2])([CH3:3])([CH3:4])[O:5][C:6](=[O:7])[NH:8][CH:9]([CH2:10][C:11](=[O:12])[N:13]1[CH2:14][CH2:15][c:16]2[cH:17][c:18]([C:27](=[O:28])[O:29][CH2:30][CH3:31])[c:19]([C:23]([F:24])([F:25])[F:26])[n:20][c:21]2[CH2:22]1)[CH2:32][c:33]1[c:34]([F:40])[cH:35][cH:36][c:37]([F:39])[cH:38]1.[CH3:45][OH:46].[Li+:43].[O:47]1[CH2:48][CH2:49][CH2:50][CH2:51]1.[OH-:42].[OH2:41].[OH2:44]>>[C:1]([CH3:2])([CH3:3])([CH3:4])[O:5][C:6](=[O:7])[NH:8][CH:9]([CH2:10][C:11](=[O:12])[N:13]1[CH2:14][CH2:15][c:16]2[cH:17][c:18]([C:27](=[O:28])[OH:29])[c:19]([C:23]([F:24])([F:25])[F:26])[n:20][c:21]2[CH2:22]1)[CH2:32][c:33]1[c:34]([F:40])[cH:35][cH:36][c:37]([F:39])[cH:38]1. Product: N1C(=NC=C1)CNCC1=CC=C(CN(CCCCN2CCCCC2)C)C=C1 ((4-{[(1H-imidazol-2-ylmethyl)-amino]-methyl)-benzyl}-methyl-(4-piperidin-1-ylbutyl)-amine). Conditions: time 2.5 hour. Reported procedure: The compound (248.5 mg) obtained in Example 44-5 was dissolved in methanol (12.4 ml) and added with 2-imidazole carboxaldehyde (123.7 mg) and trimethyl orthoformate (0.282 ml) and the whole was stirred at room temperature for 2.5 hours. Subsequently, sodium borohydride (97.4 mg) was added thereto under ice-cooling and the whole was stirred at room temperature for additional 30 minutes. The reaction solution was concentrated under reduced pressure. The residue was added with water and the whole w... Run in CO (methanol). As a reaction SMILES: [NH2:1][CH2:2][C:3]1[CH:21]=[CH:20][C:6]([CH2:7][N:8]([CH3:19])[CH2:9][CH2:10][CH2:11][CH2:12][N:13]2[CH2:18][CH2:17][CH2:16][CH2:15][CH2:14]2)=[CH:5][CH:4]=1.[NH:22]1[CH:26]=[CH:25][N:24]=[C:23]1[CH:27]=O.C(OC)(OC)OC.[BH4-].[Na+]>CO>[NH:22]1[CH:26]=[CH:25][N:24]=[C:23]1[CH2:27][NH:1][CH2:2][C:3]1[CH:4]=[CH:5][C:6]([CH2:7][N:8]([CH3:19])[CH2:9][CH2:10][CH2:11][CH2:12][N:13]2[CH2:18][CH2:17][CH2:16][CH2:15][CH2:14]2)=[CH:20][CH:21]=1 |f:3.4|. The yield is 36.7%. The reactants are [BH4-].[Na+] (sodium borohydride), N1C(=NC=C1)C=O (2-imidazole carboxaldehyde), C(OC)(OC)OC (trimethyl orthoformate), NCC1=CC=C(CN(CCCCN2CCCCC2)C)C=C1 ((4-aminomethylbenzyl)-methyl-(4-piperidin-1-ylbutyl)-amine). Starting materials: CO, Cc1c(C)c2c(c(C)c1N)C(c1ccc(C(C)C)cc1)C(C)(C)O2, O=C(Cl)c1ccc(F)cc1. The product is Cc1c(C)c2c(c(C)c1NC(=O)c1ccc(F)cc1)C(c1ccc(C(C)C)cc1)C(C)(C)O2. As a reaction SMILES: [CH3:35][OH:36].[CH:1]([CH3:2])([CH3:3])[c:4]1[cH:5][cH:6][c:7]([CH:10]2[C:11]([CH3:23])([CH3:24])[O:12][c:13]3[c:14]2[c:15]([CH3:22])[c:16]([NH2:21])[c:17]([CH3:20])[c:18]3[CH3:19])[cH:8][cH:9]1.[F:25][c:26]1[cH:27][cH:28][c:29]([C:30](=[O:31])[Cl:32])[cH:33][cH:34]1>>[CH:1]([CH3:2])([CH3:3])[c:4]1[cH:5][cH:6][c:7]([CH:10]2[C:11]([CH3:23])([CH3:24])[O:12][c:13]3[c:14]2[c:15]([CH3:22])[c:16]([NH:21][C:30]([c:29]2[cH:28][cH:27][c:26]([F:25])[cH:34][cH:33]2)=[O:31])[c:17]([CH3:20])[c:18]3[CH3:19])[cH:8][cH:9]1. Reaction SMILES: [F:10][C:11]([c:12]1[cH:13][cH:14][c:15]([N:18]=[C:19]=[O:20])[cH:16][cH:17]1)([F:21])[F:22].[H-:8].[Na+:9].[O:23]1[CH2:24][CH2:25][CH2:26][CH2:27]1.[OH:1][C:2]1=[CH:3][C:4](=[O:7])[O:5][CH2:6]1>>[OH:1][C:2]1=[C:3]([C:19]([NH:18][c:15]2[cH:14][cH:13][c:12]([C:11]([F:10])([F:21])[F:22])[cH:17][cH:16]2)=[O:20])[C:4](=[O:7])[O:5][CH2:6]1. Starting materials: O=C=Nc1ccc(C(F)(F)F)cc1, [H-], [Na+], C1CCOC1, O=C1C=C(O)CO1. Yields the product O=C(Nc1ccc(C(F)(F)F)cc1)C1=C(O)COC1=O. Procedure details: The title compound was prepared in a manner similar to that described in Example 448 using 5-(2-fluoro-4-(4,4,5,5-tetramethyl-1,3,2-dioxaborolan-2-yl)phenyl)-pyrazin-2-amine and 1-((2-bromophenyl)sulfonyl)-3,3-difluoropiperidine. MS (ESI): mass calcd. for C21H19F3N4O2S, 448.12; m/z found, 449.2 [M+H]+. 1H NMR (400 MHz, CD3OD) δ 8.35-8.27 (m, 2H), 8.12-8.05 (m, 1H), 8.01-7.94 (m, 1H), 7.74-7.67 (m, 1H), 7.65-7.58 (m, 1H), 7.44-7.38 (m, 1H), 7.32-7.24 (m, 2H), 3.04-2.96 (m, 2H), 2.95-2.88 (m, 2H),... The product is FC1(CN(CCC1)S(=O)(=O)C1=C(C=CC=C1)C1=CC(=C(C=C1)C=1N=CC(=NC1)N)F)F (5-{2′-[(3,3-Difluoropiperidin-1-yl)sulfonyl]-3-fluorobiphenyl-4-yl}pyrazin-2-amine). Starting materials: FC1=C(C=CC(=C1)B1OC(C(O1)(C)C)(C)C)C=1N=CC(=NC1)N (5-(2-fluoro-4-(4,4,5,5-tetramethyl-1,3,2-dioxaborolan-2-yl)phenyl)-pyrazin-2-amine), BrC1=C(C=CC=C1)S(=O)(=O)N1CC(CCC1)(F)F (1-((2-bromophenyl)sulfonyl)-3,3-difluoropiperidine). Reaction SMILES: [F:1][C:2]1[CH:7]=[C:6](B2OC(C)(C)C(C)(C)O2)[CH:5]=[CH:4][C:3]=1[C:17]1[N:18]=[CH:19][C:20]([NH2:23])=[N:21][CH:22]=1.Br[C:25]1[CH:30]=[CH:29][CH:28]=[CH:27][C:26]=1[S:31]([N:34]1[CH2:39][CH2:38][CH2:37][C:36]([F:41])([F:40])[CH2:35]1)(=[O:33])=[O:32]>>[F:41][C:36]1([F:40])[CH2:37][CH2:38][CH2:39][N:34]([S:31]([C:26]2[CH:25]=[CH:30][CH:29]=[CH:28][C:27]=2[C:6]2[CH:5]=[CH:4][C:3]([C:17]3[N:18]=[CH:19][C:20]([NH2:23])=[N:21][CH:22]=3)=[C:2]([F:1])[CH:7]=2)(=[O:33])=[O:32])[CH2:35]1. Reaction conditions: time 4 hour. Yield: 52.2%. The solvent is ClCCl (dichloromethane), ClCCl (dichloromethane). Procedure: A solution of aluminum bromide (0.4 g.) in dried dichloromethane (5 ml.) was dropwise added under ice-cooling to a suspension of 2,2,2-trichloroethyl 2-methyl-2,3-methylene-6-{2-(1H-tetrazol-1-yl)acetamido}penam-3-carboxylate (0.46 g.) in dried dichloromethane (10 ml.). After stirring for 4 hours at room temperature, the reaction mixture was washed in turn with 2% hydrochloric acid three times, a saturated sodium bicarbonate aqueous solution and a saturated sodium chloride aqueous solution and t... Reaction SMILES: [Br-].[Al+3].[Br-].[Br-].[CH3:5][C:6]12[CH2:19][C:10]1([C:11]([O:13][CH2:14][C:15]([Cl:18])([Cl:17])[Cl:16])=[O:12])[N:9]1[C:20](=[O:31])[CH:21]([NH:22][C:23](=[O:30])[CH2:24][N:25]3[CH:29]=[N:28][N:27]=[N:26]3)[C@H:8]1[S:7]2>ClCCl>[CH3:5][CH:6]1[CH:19]=[C:10]([C:11]([O:13][CH2:14][C:15]([Cl:17])([Cl:18])[Cl:16])=[O:12])[N:9]2[C:20](=[O:31])[CH:21]([NH:22][C:23](=[O:30])[CH2:24][N:25]3[CH:29]=[N:28][N:27]=[N:26]3)[C@H:8]2[S:7]1 |f:0.1.2.3|. Reactants: [Br-].[Al+3].[Br-].[Br-] (aluminum bromide), CC12S[C@H]3N(C1(C(=O)OCC(Cl)(Cl)Cl)C2)C(C3NC(CN3N=NN=C3)=O)=O (2,2,2-trichloroethyl 2-methyl-2,3-methylene-6-{2-(1H-tetrazol-1-yl)acetamido}penam-3-carboxylate). Product: CC1S[C@H]2N(C(=C1)C(=O)OCC(Cl)(Cl)Cl)C(C2NC(CN2N=NN=C2)=O)=O (2,2,2-trichloroethyl 2-methyl-7-{2-(1H-tetrazol-1-yl)acetamido}-3-cephem-4-carboxylate). The reactants are [I-].C[S+](=O)(C)C (Trimethylsulfoxonium iodide), [H-].[Na+] (Sodium hydride), C(C)OC(C=CC1=CC=C(C=C1)OC)=O (4-methoxycinnamic acid ethyl ester). Run in CS(=O)C (DMSO), CS(=O)C (DMSO), O (water). Reaction conditions: time 40 minute. Yields the product C(C)OC(=O)[C@H]1[C@@H](C1)C1=CC=C(C=C1)OC (2-(4-Methoxy-phenyl)-trans-cyclopropanecarboxylic acid ethyl ester). The yield is 26.8%. RXN SMILES: [I-].[CH3:2][S+](C)(C)=O.[H-].[Na+].[CH2:9]([O:11][C:12](=[O:23])[CH:13]=[CH:14][C:15]1[CH:20]=[CH:19][C:18]([O:21][CH3:22])=[CH:17][CH:16]=1)[CH3:10]>CS(C)=O.O>[CH2:9]([O:11][C:12]([C@@H:13]1[CH2:2][C@H:14]1[C:15]1[CH:16]=[CH:17][C:18]([O:21][CH3:22])=[CH:19][CH:20]=1)=[O:23])[CH3:10] |f:0.1,2.3|. Procedure: Trimethylsulfoxonium iodide (14.15 g, 63 mmol) is suspended in dry DMSO (126 mL) and Sodium hydride (60% in mineral oil, 2.52 g, 63 mmol) is added. The mixture is stirred for 40 minutes and then a solution of 4-methoxycinnamic acid ethyl ester (5 g, 24.2 mmol) in dry DMSO (64 mL) is added and the mixture stirred for 3 hours at room temperature. The mixture is diluted with water and extracted with ethyl acetate, the organic phase is dried by passing through a phase seperator and the solvent is re... Starting materials: O=Cc1cc(Br)ccn1, O=C([O-])[O-], C1COCCO1, CCOC(C)=O, OB(O)c1cc(Cl)ccc1O, [K+], [K+], O. Yields the product O=Cc1cc(-c2cc(Cl)ccc2O)ccn1. Reaction SMILES: [Br:12][c:13]1[cH:14][c:15]([CH:19]=[O:20])[n:16][cH:17][cH:18]1.[C:21](=[O:22])([O-:23])[O-:24].[CH2:27]1[O:28][CH2:29][CH2:30][O:31][CH2:32]1.[CH3:33][CH2:34][O:35][C:36](=[O:37])[CH3:38].[Cl:1][c:2]1[cH:3][cH:4][c:5]([OH:11])[c:6]([B:8]([OH:9])[OH:10])[cH:7]1.[K+:25].[K+:26].[OH2:39]>>[Cl:1][c:2]1[cH:3][cH:4][c:5]([OH:11])[c:6](-[c:13]2[cH:14][c:15]([CH:19]=[O:20])[n:16][cH:17][cH:18]2)[cH:7]1.